This data is from the Open Reaction Database (ORD), a public repository of structured organic reaction records. The task is: describe an organic reaction: reactants, conditions, products, and yield Reactants: O=O (O2), ON1C(CCC1=O)=O (N-hydroxysuccinimide), C(=O)=O (CO2), CC1=CC=C(CO)C=C1 (4-methylbenzyl alcohol), Hastelloy. Reagents/catalysts: O.O.O.O.C(C)(=O)[O-].[Co+2].C(C)(=O)[O-] (cobalt acetate tetrahydrate). Run in C(C)(=O)O (acetic acid). Conditions: temperature 22 celsius, time 24 hour. Product: C(C1=CC=C(C(=O)O)C=C1)(=O)O (terephthalic acid). The yield is 96.0%. RXN SMILES: [OH:1]N1C(=O)CCC1=O.C[C:10]1[CH:17]=[CH:16][C:13]([CH2:14][OH:15])=[CH:12][CH:11]=1.[C:18](=[O:20])=[O:19].O=O>C(O)(=O)C.O.O.O.O.C([O-])(=O)C.[Co+2].C([O-])(=O)C>[C:14]([OH:15])(=[O:1])[C:13]1[CH:12]=[CH:11][C:10]([C:18]([OH:20])=[O:19])=[CH:17][CH:16]=1 |f:5.6.7.8.9.10.11|. Procedure details: In this example, a solution of 0.1456 g (1.26 mmol) of N-hydroxysuccinimide, 0.089 g (0.73 mmol) of 4-methylbenzyl alcohol and 0.1509 g (0.61 mmol) of cobalt acetate tetrahydrate in 40 ml of acetic acid was kept to 22° C. in a Parr Hastelloy reactor with temperature and pressure transducer. After the temperature reached 22° C., 745 psi of CO2 was introduced into the reactor, then 120 psi of O2 was added slowly to the reactor. The mixture was stirred under pressure for 24 hours at 22° C., then th...